Dataset: the Open Reaction Database (ORD), a public repository of structured organic reaction records. Task: describe an organic reaction: reactants, conditions, products, and yield Starting materials: C(C)OC(=O)C=1C(=C2C(=C(N1)C#N)N(C=C2)CC2=CC(=CC=C2)F)OC(C)=O (4-acetoxy-7-cyano-1-(3-fluoro-benzyl)-1H-pyrrolo[2,3-c]pyridine-5-carboxylic acid ethyl ester), C1CC(=O)N(C1=O)Cl (NCS). Run in CC#N (MeCN). Yields the product C(C)OC(=O)C=1C(=C2C(=C(N1)C#N)N(C=C2Cl)CC2=CC(=CC=C2)F)OC(C)=O (4-Acetoxy-3-chloro-7-cyano-1-(3-fluoro-benzyl)-1H-pyrrolo[2,3-c]pyridine-5-carboxylic acid ethyl ester). Reaction SMILES: [CH2:1]([O:3][C:4]([C:6]1[C:7]([O:25][C:26](=[O:28])[CH3:27])=[C:8]2[CH:16]=[CH:15][N:14]([CH2:17][C:18]3[CH:23]=[CH:22][CH:21]=[C:20]([F:24])[CH:19]=3)[C:9]2=[C:10]([C:12]#[N:13])[N:11]=1)=[O:5])[CH3:2].C1C(=O)N([Cl:36])C(=O)C1>CC#N>[CH2:1]([O:3][C:4]([C:6]1[C:7]([O:25][C:26](=[O:28])[CH3:27])=[C:8]2[C:16]([Cl:36])=[CH:15][N:14]([CH2:17][C:18]3[CH:23]=[CH:22][CH:21]=[C:20]([F:24])[CH:19]=3)[C:9]2=[C:10]([C:12]#[N:13])[N:11]=1)=[O:5])[CH3:2]. Reported procedure: Prepared in analogy to that of Example 124(a) from 4-acetoxy-7-cyano-1-(3-fluoro-benzyl)-1H-pyrrolo[2,3-c]pyridine-5-carboxylic acid ethyl ester and NCS in MeCN. The title compound, ESI MS (m/z): 416 (M+H)+.